This data is from the Open Reaction Database (ORD), a public repository of structured organic reaction records. The task is: describe an organic reaction: reactants, conditions, products, and yield Reaction SMILES: [NH2:1][C@@H:2]([CH2:5][C:6]1[CH:11]=[CH:10][CH:9]=[CH:8][CH:7]=1)[CH2:3][OH:4].[CH2:12]([O:19][C:20]1[CH:28]=[CH:27][CH:26]=[C:25]2[C:21]=1[CH:22]=[C:23]([C:30](Cl)=[O:31])[N:24]2[CH3:29])[C:13]1[CH:18]=[CH:17][CH:16]=[CH:15][CH:14]=1>>[CH2:5]([C@H:2]([NH:1][C:30]([C:23]1[N:24]([CH3:29])[C:25]2[C:21]([CH:22]=1)=[C:20]([O:19][CH2:12][C:13]1[CH:18]=[CH:17][CH:16]=[CH:15][CH:14]=1)[CH:28]=[CH:27][CH:26]=2)=[O:31])[CH2:3][OH:4])[C:6]1[CH:11]=[CH:10][CH:9]=[CH:8][CH:7]=1.[CH2:5]([C@H:2]([NH:1][C:30]([C:23]1[N:24]([CH3:29])[C:25]2[C:21]([CH:22]=1)=[C:20]([OH:19])[CH:28]=[CH:27][CH:26]=2)=[O:31])[CH2:3][OH:4])[C:6]1[CH:11]=[CH:10][CH:9]=[CH:8][CH:7]=1. The product is C(C1=CC=CC=C1)[C@@H](CO)NC(=O)C=1N(C2=CC=CC(=C2C1)OCC1=CC=CC=C1)C ((S)-N-[1-benzyl-2-hydroxyethyl]-4-(benzyloxy)-1-methyl-1H-indole-2-carboxamide), C(C1=CC=CC=C1)[C@@H](CO)NC(=O)C=1N(C2=CC=CC(=C2C1)O)C ((S)-N-[1-benzyl-2-hydroxyethyl]-4-hydroxy-1-methyl-1H-indole-2-carboxamide). Procedure details: From (S)-2-amino-3-phenylpropan-1-ol and 4-benzyloxy-1-methyl-1H-indole-2-carbonyl chloride the intermediate compound (S)-N-[1-benzyl-2-hydroxyethyl]-4-(benzyloxy)-1-methyl-1H-indole-2-carboxamide was prepared by a method analogous to that described in Example 23. MS ES (M++H)=415. Hydrogenation of this intermediate by a method analogous to that described in Example 9 gave the title compound. MS ES (M++H)=325. Reactants: N[C@H](CO)CC1=CC=CC=C1 ((S)-2-amino-3-phenylpropan-1-ol), C(C1=CC=CC=C1)OC1=C2C=C(N(C2=CC=C1)C)C(=O)Cl (4-benzyloxy-1-methyl-1H-indole-2-carbonyl chloride). The reactants are C12(CC3CC(CC(C1)C3)C2)C23CC1CC(CC(C2)C1)C3 (Biadamantane), BrC12CC3(CC(CC(C1)C3)C2)C23CC1CC(CC(C2)C1)C3 (3-bromo-1,1′-biadamantane). Yields the product C(=C)C12CC3(CC(CC(C1)C3)C2)C23CC1CC(CC(C2)C1)C3 (3-vinyl-1,1′-biadamantane). As a reaction SMILES: [C:1]12([C:11]34[CH2:20][CH:15]5[CH2:16][CH:17]([CH2:19][CH:13]([CH2:14]5)[CH2:12]3)[CH2:18]4)[CH2:10][CH:5]3[CH2:6][CH:7]([CH2:9][CH:3]([CH2:4]3)[CH2:2]1)[CH2:8]2.Br[C:22]12CC3CC(CC(C45CC6CC(CC(C6)C4)C5)(C3)[CH2:23]1)C2>>[CH:22]([C:5]12[CH2:6][CH:7]3[CH2:9][CH:3]([CH2:2][C:1]([C:11]45[CH2:18][CH:17]6[CH2:19][CH:13]([CH2:14][CH:15]([CH2:16]6)[CH2:20]4)[CH2:12]5)([CH2:8]3)[CH2:10]1)[CH2:4]2)=[CH2:23]. Procedure details: Biadamantane is brominated into 3-bromo-1,1′-biadamantane. In accordance with the synthesis process shown in Example 12, Exemplified compound (D-101) (3-vinyl-1,1′-biadamantane) is obtained as a target product. Starting materials: C(C)(=O)OCC (ethyl acetate), C([O-])(O)=O.[Na+] (sodium bicarbonate), C(=O)NC1[C@@H]2N(C(=C(CS2)S\C=C/C=2C=NC=CC2)C(=O)OC(C2=CC=CC=C2)C2=CC=CC=C2)C1=O (benzhydryl 7-formamido-3 -[(Z)-2-(3-pyridyl)vinylthio]-3-cephem-4-carboxylate), Cl (hydrochloric acid). Solvent: O (water), CO (methanol). Product: NC1[C@@H]2N(C(=C(CS2)S\C=C/C=2C=NC=CC2)C(=O)OC(C2=CC=CC=C2)C2=CC=CC=C2)C1=O (benzhydryl 7-amino-3-[(Z)-2-(3-pyridyl)vinylthio]-3-cephem-4-carboxylate). Yield: 79.1%. RXN SMILES: C([NH:3][CH:4]1[C:36](=[O:37])[N:6]2[C:7]([C:20]([O:22][CH:23]([C:30]3[CH:35]=[CH:34][CH:33]=[CH:32][CH:31]=3)[C:24]3[CH:29]=[CH:28][CH:27]=[CH:26][CH:25]=3)=[O:21])=[C:8]([S:11]/[CH:12]=[CH:13]\[C:14]3[CH:15]=[N:16][CH:17]=[CH:18][CH:19]=3)[CH2:9][S:10][C@H:5]12)=O.Cl.C(OCC)(=O)C.C(=O)(O)[O-].[Na+]>CO.O>[NH2:3][CH:4]1[C:36](=[O:37])[N:6]2[C:7]([C:20]([O:22][CH:23]([C:30]3[CH:35]=[CH:34][CH:33]=[CH:32][CH:31]=3)[C:24]3[CH:29]=[CH:28][CH:27]=[CH:26][CH:25]=3)=[O:21])=[C:8]([S:11]/[CH:12]=[CH:13]\[C:14]3[CH:15]=[N:16][CH:17]=[CH:18][CH:19]=3)[CH2:9][S:10][C@H:5]12 |f:3.4|. Procedure: To a suspension of benzhydryl 7-formamido-3 -[(Z)-2-(3-pyridyl)vinylthio]-3-cephem-4-carboxylate (69.8 g) in methanol (350 ml) was added conc. hydrochloric acid (40.7 ml). The mixture was heated at 30°-35° C. for 2 hours. The mixture was poured into a mixture of ethyl acetate (2 l) and water (1 l) and adjusted to pH 6.5 with a saturated aqueous solution of sodium bicarbonate. The organic layer was separated, washed with water and saturated aqueous solution of sodium chloride in turn, dried over ... Reactants: S1C(=NC=C1)C1=C(CN2C(C3=CC=CC=C3C2=O)=O)C=CC=C1 (2-(2-(thiazol-2-yl)benzyl)isoindoline-1,3-dione), O.NN (hydrazine hydrate). Run in C(C)O (ethanol). Reaction conditions: temperature 70 celsius. Product: S1C(=NC=C1)C1=C(C=CC=C1)CN ((2-(thiazol-2-yl)phenyl)methanamine). Yield: 79.9%. As a reaction SMILES: [S:1]1[CH:5]=[CH:4][N:3]=[C:2]1[C:6]1[CH:23]=[CH:22][CH:21]=[CH:20][C:7]=1[CH2:8][N:9]1C(=O)C2C(=CC=CC=2)C1=O.O.NN>C(O)C>[S:1]1[CH:5]=[CH:4][N:3]=[C:2]1[C:6]1[CH:23]=[CH:22][CH:21]=[CH:20][C:7]=1[CH2:8][NH2:9] |f:1.2|. Procedure: To a stirred solution of (2-(thiazol-2-yl)phenyl)methanol (0.95 g, 5.1 mmol) in THF (15 mL) was added phthalimide (1.12 g, 7.65 mmol), triphenylphosphine (2.0 g, 7.65 mmol). The mixture was cooled in an ice-water bath and diisopropyl azodicarboxylate (3.1 g, 15.3 mmol) was added dropwise. After the addition, the mixture was stirred at 0° C. for 30 min, and at rt for 18 h. The mixture was then filtered and the filtrate was evaporated. The residue was purified by column chromatography to yield 2-(...